describe an organic reaction: reactants, conditions, products, and yield From a dataset of the Open Reaction Database (ORD), a public repository of structured organic reaction records. The reactants are COC(=O)c1cc(CCCCNS(=O)(=O)c2ccccc2)c2ccc(C(C)C)ccc1-2, O=P(O)(O)O. Product: CC(C)c1ccc2ccc(CCCCNS(=O)(=O)c3ccccc3)c-2cc1. Reaction SMILES: [CH3:1][O:2][C:3](=[O:4])[c:5]1[cH:6][c:7]([CH2:18][CH2:19][CH2:20][CH2:21][NH:22][S:23](=[O:24])(=[O:25])[c:26]2[cH:27][cH:28][cH:29][cH:30][cH:31]2)[c:8]2[cH:9][cH:10][c:11]([CH:15]([CH3:16])[CH3:17])[cH:12][cH:13][c:14]1-2.[P:32](=[O:33])([OH:34])([OH:35])[OH:36]>>[cH:5]1[cH:6][c:7]([CH2:18][CH2:19][CH2:20][CH2:21][NH:22][S:23](=[O:24])(=[O:25])[c:26]2[cH:27][cH:28][cH:29][cH:30][cH:31]2)[c:8]2[cH:9][cH:10][c:11]([CH:15]([CH3:16])[CH3:17])[cH:12][cH:13][c:14]1-2. Starting materials: [H-].[Na+] (Sodium hydride), N1C=C(C2=CC=CC=C12)S(=O)CC(=O)NC1=NOC(=C1)C (2-((1H-indol-3-yl)sulfinyl)-N-(5-methylisoxazol-3-yl)acetamide), ClC=1C=C(CBr)C=CC1 (3-chloro-benzylbromide). Solvent: CN(C)C=O (DMF). Conditions: temperature 0 celsius, time 15 minute. Yields the product ClC=1C=C(CN2C=C(C3=CC=CC=C23)S(=O)CC(=O)NC2=NOC(=C2)C)C=CC1 (2-((1-(3-chlorobenzyl)-1H-indol-3-yl)sulfinyl)-N-(5-methylisoxazol-3-yl)acetamide). Yield: 33.9%. RXN SMILES: [NH:1]1[C:9]2[C:4](=[CH:5][CH:6]=[CH:7][CH:8]=2)[C:3]([S:10]([CH2:12][C:13]([NH:15][C:16]2[CH:20]=[C:19]([CH3:21])[O:18][N:17]=2)=[O:14])=[O:11])=[CH:2]1.[H-].[Na+].[Cl:24][C:25]1[CH:26]=[C:27]([CH:30]=[CH:31][CH:32]=1)[CH2:28]Br>CN(C=O)C>[Cl:24][C:25]1[CH:26]=[C:27]([CH:30]=[CH:31][CH:32]=1)[CH2:28][N:1]1[C:9]2[C:4](=[CH:5][CH:6]=[CH:7][CH:8]=2)[C:3]([S:10]([CH2:12][C:13]([NH:15][C:16]2[CH:20]=[C:19]([CH3:21])[O:18][N:17]=2)=[O:14])=[O:11])=[CH:2]1 |f:1.2|. Procedure details: In a 10 mL vial, 2-((1H-indol-3-yl)sulfinyl)-N-(5-methylisoxazol-3-yl)acetamide (50.0 mg, 0.165 mmol) from Step D was dissolved in DMF (5 mL) and cooled to 0° C. Sodium hydride (60% by weight, 13.0 mg, 0.330 mmol) was then added in one portion and the reaction mixture vigorously stirred at 0° C. for 15 minutes. 3-chloro-benzylbromide (21.6 μL, 0.165 mmol) was added in one portion and the reaction mixture was stirred while being allowed to warm to ambient temperature over 3 hours. The reaction mi... Reactants: ClC1=CC=2C3(C4=CC(=CC=C4C(C2C=C1)C3)[N+](=O)[O-])C(=O)OC (methyl 2-chloro-7-nitro-9,10-dihydro-9,10-methano-9-anthracenecarboxylate), stannous chloride dihydrate. The solvent is C(C)O (ethanol). Run at temperature 0 celsius. The product is NC1=CC=2C3(C4=CC(=CC=C4C(C2C=C1)C3)Cl)C(=O)OC (Methyl 2-amino-7-chloro-9,10-dihydro-9,10-methano-9-anthracenecarboxylate). The yield is 75.6%. RXN SMILES: [Cl:1][C:2]1[CH:15]=[CH:14][C:13]2[CH:12]3[CH2:16][C:5]([C:20]([O:22][CH3:23])=[O:21])([C:6]4[C:11]3=[CH:10][CH:9]=[C:8]([N+:17]([O-])=O)[CH:7]=4)[C:4]=2[CH:3]=1>C(O)C>[NH2:17][C:8]1[CH:9]=[CH:10][C:11]2[CH:12]3[CH2:16][C:5]([C:20]([O:22][CH3:23])=[O:21])([C:4]4[C:13]3=[CH:14][CH:15]=[C:2]([Cl:1])[CH:3]=4)[C:6]=2[CH:7]=1. Reported procedure: To a suspension of methyl 2-chloro-7-nitro-9,10-dihydro-9,10-methano-9-anthracenecarboxylate (described in example 35b) (7.36 g, 22.32 mmol) in ethanol (150 mL) was added stannous chloride dihydrate (25.2 g, 112 mmol, 5 eq). The reaction was heated to reflux at which time it became homogeneous. After heating for 2.5 h, the solution was cooled to 0° C. and quenched with ice followed by 10% NaOH (200 mL). The aqueous phase was extracted with ethyl acetate (3×150 mL). Combined organic extracts were... Starting materials: CI (Methyl iodide), C12(CC3CC(CC(C1)C3)C2)CCN(C(=O)NCCCC2=CC=NC=C2)CCCCC (1-[2-(1-adamantyl)ethyl]-1-pentyl-3-[3-(4-pyridyl)propyl]urea). The solvent is CC(=O)C (acetone). The product is [I-].C12(CC3CC(CC(C1)C3)C2)CCN(C(NCCCC2=CC=[N+](C=C2)C)=O)CCCCC (4-[3-[3-[2-(1-Adamantyl)ethyl]-3-pentylureido]propyl]-1-methylpyridinium iodide). Isolated yield 96.0%. RXN SMILES: [CH3:1][I:2].[C:3]12([CH2:13][CH2:14][N:15]([CH2:28][CH2:29][CH2:30][CH2:31][CH3:32])[C:16]([NH:18][CH2:19][CH2:20][CH2:21][C:22]3[CH:27]=[CH:26][N:25]=[CH:24][CH:23]=3)=[O:17])[CH2:12][CH:7]3[CH2:8][CH:9]([CH2:11][CH:5]([CH2:6]3)[CH2:4]1)[CH2:10]2>CC(C)=O>[I-:2].[C:3]12([CH2:13][CH2:14][N:15]([CH2:28][CH2:29][CH2:30][CH2:31][CH3:32])[C:16](=[O:17])[NH:18][CH2:19][CH2:20][CH2:21][C:22]3[CH:23]=[CH:24][N+:25]([CH3:1])=[CH:26][CH:27]=3)[CH2:4][CH:5]3[CH2:6][CH:7]([CH2:8][CH:9]([CH2:11]3)[CH2:10]1)[CH2:12]2 |f:3.4|. Procedure details: Methyl iodide (90 μl, 1.5 mmol) was added to a solution of 1-[2-(1-adamantyl)ethyl]-1-pentyl-3-[3-(4-pyridyl)propyl]urea (Compound No. 1-1) (0.30 g, 0.73 mmol) in acetone (1.5 ml) at room temperature, and the mixture was stirred overnight. The solvent was evaporated under reduced pressure from the reaction mixture, and the precipitated crystals were filtered off with ethyl acetate to give 389 mg (96%) of the titled compound. As a reaction SMILES: C[C@H](C1C=CC=CC=1)N.[C:10]([O:13][C:14]1[C:19]([CH3:20])=[C:18]([CH3:21])[C:17]([O:22][C:23](=[O:25])[CH3:24])=[C:16]([CH3:26])[C:15]=1[CH2:27][CH2:28][C@@:29]([O:33][C:34]([C:36]1[C:37]([C:42]([OH:44])=[O:43])=[CH:38][CH:39]=[CH:40][CH:41]=1)=[O:35])([C:31]#[CH:32])[CH3:30])(=[O:12])[CH3:11]>C(O)C>[C:10]([O:13][C:14]1[C:19]([CH3:20])=[C:18]([CH3:21])[C:17]([O:22][C:23](=[O:25])[CH3:24])=[C:16]([CH3:26])[C:15]=1[CH2:27][CH2:28][C@@:29]([O:33][C:34]([C:36]1[C:37]([C:42]([OH:44])=[O:43])=[CH:38][CH:39]=[CH:40][CH:41]=1)=[O:35])([C:31]#[CH:32])[CH3:30])(=[O:12])[CH3:11] |f:0.1|. Starting materials: C[C@@H](N)C1=CC=CC=C1.C(C)(=O)OC1=C(C(=C(C(=C1C)C)OC(C)=O)C)CC[C@](C)(C#C)OC(=O)C=1C(=CC=CC1)C(=O)O ((R)-1,2-Benzenedicarboxylic acid [3-[2,5-bis (acetyloxy)-3,4,6-trimethylphenyl]-1-ethynyl-1-methylpropyl]ester (R)-α-methyl benzenemethanamine). The solvent is C(C)O (ethanol). Procedure details: The title compound was prepared from (R)-1,2-Benzenedicarboxylic acid [3-[2,5-bis (acetyloxy)-3,4,6-trimethylphenyl]-1-ethynyl-1-methylpropyl]ester (R)-α-methyl benzenemethanamine (1:1) (salt) by the procedure described in Example 9. The product was a white foam: [α]D25 -15.98° (ethanol). The product is C(C)(=O)OC1=C(C(=C(C(=C1C)C)OC(C)=O)C)CC[C@](C)(C#C)OC(=O)C=1C(=CC=CC1)C(=O)O ((R)-(-)-1,2-Benzenedicarboxylic acid[3-[2,5-bis(acetyloxy)-3,4,6-trimethylphenyl]-1-ethynyl-1-methylpropyl]ester).